describe an organic reaction: reactants, conditions, products, and yield From a dataset of the Open Reaction Database (ORD), a public repository of structured organic reaction records. The reactants are CC(=O)C (acetone), C(C1=CC=CC=C1)Cl (benzyl chloride), BrC1=CC=C(C=C1)O (4-bromophenol), C([O-])([O-])=O.[K+].[K+] (potassium carbonate). Solvent: O (water). The product is C(C1=CC=CC=C1)OC1=CC=C(C=C1)Br (4-Bromophenyl Benzyl Ether). The yield is 73.0%. As a reaction SMILES: CC(C)=O.[CH2:5](Cl)[C:6]1[CH:11]=[CH:10][CH:9]=[CH:8][CH:7]=1.[Br:13][C:14]1[CH:19]=[CH:18][C:17]([OH:20])=[CH:16][CH:15]=1.C(=O)([O-])[O-].[K+].[K+]>O>[CH2:5]([O:20][C:17]1[CH:18]=[CH:19][C:14]([Br:13])=[CH:15][CH:16]=1)[C:6]1[CH:11]=[CH:10][CH:9]=[CH:8][CH:7]=1 |f:3.4.5|. Procedure details: To 200 ml of acetone were added 63.5 g of benzyl chloride, 95.15 g of 4-bromophenol, and 69.1 g of potassium carbonate, and the mixture was allowed to react at reflux for 8 hours. After completion of the reaction, the reaction mixture was added into 200 ml of water and extracted with 200 ml of chloroform. The extract was washed with 200 ml of water to obtain a crude product. The crude product was distilled by a Claisen flask to obtain 108.1 g of a distillate, which was further purified by silica...